This data is from the Open Reaction Database (ORD), a public repository of structured organic reaction records. The task is: describe an organic reaction: reactants, conditions, products, and yield The reactants are C, CC(NC(=O)OC(C)(C)C)C(=O)N1CCCC1C(=O)N1CCCC1C(=O)OCc1ccccc1, CO, [H][H], [Pd]. The product is CC(NC(=O)OC(C)(C)C)C(=O)N1CCCC1C(=O)N1CCCC1C(=O)O. As a reaction SMILES: [C:39].[CH2:1]([c:2]1[cH:3][cH:4][cH:5][cH:6][cH:7]1)[O:8][C:9]([CH:10]1[N:11]([C:15]([CH:16]2[N:17]([C:21]([CH:22]([NH:23][C:24](=[O:25])[O:26][C:27]([CH3:28])([CH3:29])[CH3:30])[CH3:31])=[O:32])[CH2:18][CH2:19][CH2:20]2)=[O:33])[CH2:12][CH2:13][CH2:14]1)=[O:34].[CH3:37][OH:38].[H:35][H:36].[Pd:40]>>[O:8]=[C:9]([CH:10]1[N:11]([C:15]([CH:16]2[N:17]([C:21]([CH:22]([NH:23][C:24](=[O:25])[O:26][C:27]([CH3:28])([CH3:29])[CH3:30])[CH3:31])=[O:32])[CH2:18][CH2:19][CH2:20]2)=[O:33])[CH2:12][CH2:13][CH2:14]1)[OH:34]. Reactants: FC(C=1C=C(C(=O)NCC(=O)N[C@H]2CN(CC2)C2CCN(CC2)C2=CC=C(C(=O)OC)C=C2)C=CC1)(F)F (methyl 4-(4-{(3R)-3-[({[3-(trifluoromethyl)benzoyl]amino}acetyl)amino]pyrrolidin-1-yl}piperidin-1-yl)benzoate), BrC1=CC=C(C(=O)OC)C=C1 (methyl 4-bromobenzoate). Yields the product FC(C=1C=C(C(=O)NCC(=O)N[C@H]2CN(CC2)C2CCN(CC2)C2=C(C(=O)OC)C=CC=C2)C=CC1)(F)F (Methyl 2-(4-{(3R)-3-[({[3-(trifluoromethyl)benzoyl]amino}acetyl)amino]pyrrolidin-1-yl}piperidin-1-yl)benzoate). RXN SMILES: [F:1][C:2]([F:38])([F:37])[C:3]1[CH:4]=[C:5]([CH:34]=[CH:35][CH:36]=1)[C:6]([NH:8][CH2:9][C:10]([NH:12][C@@H:13]1[CH2:17][CH2:16][N:15]([CH:18]2[CH2:23][CH2:22][N:21](C3C=CC(C(OC)=O)=CC=3)[CH2:20][CH2:19]2)[CH2:14]1)=[O:11])=[O:7].Br[C:40]1[CH:49]=[CH:48][C:43]([C:44]([O:46][CH3:47])=[O:45])=[CH:42][CH:41]=1>>[F:37][C:2]([F:1])([F:38])[C:3]1[CH:4]=[C:5]([CH:34]=[CH:35][CH:36]=1)[C:6]([NH:8][CH2:9][C:10]([NH:12][C@@H:13]1[CH2:17][CH2:16][N:15]([CH:18]2[CH2:19][CH2:20][N:21]([C:42]3[CH:41]=[CH:40][CH:49]=[CH:48][C:43]=3[C:44]([O:46][CH3:47])=[O:45])[CH2:22][CH2:23]2)[CH2:14]1)=[O:11])=[O:7]. Reported procedure: The title compound was synthesized in similar fashion to methyl 4-(4-{(3R)-3-[({[3-(trifluoromethyl)benzoyl]amino}acetyl)amino]pyrrolidin-1-yl}piperidin-1-yl)benzoate, substituting methyl 2-bromobenzoate for methyl 4-bromobenzoate, and was isolated as a white solid. 1H-NMR (CD3OD) δ: 1.80-2.01 (m, 3H), 2.25-2.45 (m, 2H); 2.51-3.00 (m, 6H), 3.25-3.41 (m, 2H), 3.31-3.45 (m, 2H), 3.87 (s, 3H), 4.05-4.40 (m, 2H), 4.60-4.75 (m, 1H), 6.98-7.20 (m, 1H), 7.20-7.24 (m, 2H), 7.30-7.42 (m, 2H), 7.50-7.60 (... Starting materials: C([C@@H](O)C)(=O)OC(C1=CC=CC=C1)C1=CC=CC=C1 (benzhydryl L-lactate), S(=O)(=O)(Cl)Cl (sulfuryl chloride). Solvent: CN(C=O)C (dimethylformamide). Conditions: temperature -40 celsius. Yields the product Cl[C@@H](C(=O)OC(C1=CC=CC=C1)C1=CC=CC=C1)C (benzhydryl (2R)-2-chloropropionate). As a reaction SMILES: [C:1]([O:6][CH:7]([C:14]1[CH:19]=[CH:18][CH:17]=[CH:16][CH:15]=1)[C:8]1[CH:13]=[CH:12][CH:11]=[CH:10][CH:9]=1)(=[O:5])[C@H:2]([CH3:4])O.S(Cl)([Cl:23])(=O)=O>CN(C)C=O>[Cl:23][C@H:2]([CH3:4])[C:1]([O:6][CH:7]([C:14]1[CH:19]=[CH:18][CH:17]=[CH:16][CH:15]=1)[C:8]1[CH:13]=[CH:12][CH:11]=[CH:10][CH:9]=1)=[O:5]. Reported procedure: In 11 ml of dimethylformamide was dissolved 2.16 g of benzhydryl L-lactate. After cooling the solution to -40° C., 0.8 ml of sulfuryl chloride was added thereto followed by stirring for an hour. Thereafter the reaction solution was extracted with ethyl acetate and a sodium bicarbonate aqueous solution. The organic phase was washed with water, dried and then concentrated to dryness to give 1.8 g of benzhydryl (2R)-2-chloropropionate. This ester was reacted with 3.1 g of allyl (Z)-2-hydroxyimino-2... The reactants are O=[N+]([O-])c1cccc(Br)c1OCCOC1CCCCO1, O=C([O-])O, COCCOC, COC(=O)c1cc2[nH]c(B3OC(C)(C)C(C)(C)O3)c(C3CCCCC3)c2s1, [Na+], O, c1ccc(P(c2ccccc2)(c2ccccc2)[Pd](P(c2ccccc2)(c2ccccc2)c2ccccc2)(P(c2ccccc2)(c2ccccc2)c2ccccc2)P(c2ccccc2)(c2ccccc2)c2ccccc2)cc1. RXN SMILES: [Br:1][c:2]1[c:3]([O:4][CH2:5][CH2:6][O:7][CH:8]2[O:9][CH2:10][CH2:11][CH2:12][CH2:13]2)[c:14]([N+:18](=[O:19])[O-:20])[cH:15][cH:16][cH:17]1.[C:21](=[O:22])([O-:23])[OH:24].[CH3:54][O:55][CH2:56][CH2:57][O:58][CH3:59].[CH:26]1([c:32]2[c:33]3[c:34]([nH:35][c:36]2[B:37]2[O:38][C:39]([CH3:40])([CH3:41])[C:42]([CH3:43])([CH3:44])[O:45]2)[cH:46][c:47]([C:49](=[O:50])[O:51][CH3:52])[s:48]3)[CH2:27][CH2:28][CH2:29][CH2:30][CH2:31]1.[Na+:25].[OH2:53].[cH:60]1[cH:61][cH:62][c:63]([P:64]([Pd:65]([P:66]([c:67]2[cH:68][cH:69][cH:70][cH:71][cH:72]2)([c:73]2[cH:74][cH:75][cH:76][cH:77][cH:78]2)[c:79]2[cH:80][cH:81][cH:82][cH:83][cH:84]2)([P:85]([c:86]2[cH:87][cH:88][cH:89][cH:90][cH:91]2)([c:92]2[cH:93][cH:94][cH:95][cH:96][cH:97]2)[c:98]2[cH:99][cH:100][cH:101][cH:102][cH:103]2)[P:104]([c:105]2[cH:106][cH:107][cH:108][cH:109][cH:110]2)([c:111]2[cH:112][cH:113][cH:114][cH:115][cH:116]2)[c:117]2[cH:118][cH:119][cH:120][cH:121][cH:122]2)([c:123]2[cH:124][cH:125][cH:126][cH:127][cH:128]2)[c:129]2[cH:130][cH:131][cH:132][cH:133][cH:134]2)[cH:135][cH:136]1>>[c:2]1(-[c:36]2[c:32]([CH:26]3[CH2:27][CH2:28][CH2:29][CH2:30][CH2:31]3)[c:33]3[c:34]([nH:35]2)[cH:46][c:47]([C:49](=[O:50])[O:51][CH3:52])[s:48]3)[c:3]([O:4][CH2:5][CH2:6][O:7][CH:8]2[O:9][CH2:10][CH2:11][CH2:12][CH2:13]2)[c:14]([N+:18](=[O:19])[O-:20])[cH:15][cH:16][cH:17]1. Product: COC(=O)c1cc2[nH]c(-c3cccc([N+](=O)[O-])c3OCCOC3CCCCO3)c(C3CCCCC3)c2s1. Reactants: CC(=O)c1ccncc1, C1CCOC1, C[S+](C)(C)=O, [H-], [I-], [Na+]. Product: CC1(c2ccncc2)CO1. RXN SMILES: [C:9]([CH3:10])(=[O:11])[c:12]1[cH:13][cH:14][n:15][cH:16][cH:17]1.[CH2:18]1[O:19][CH2:20][CH2:21][CH2:22]1.[CH3:4][S+:5]([CH3:6])([CH3:7])=[O:8].[H-:1].[I-:3].[Na+:2]>>[CH2:4]1[C:9]([CH3:10])([c:12]2[cH:13][cH:14][n:15][cH:16][cH:17]2)[O:11]1. Reactants: C1CCOC1, Cc1csc(Nc2cc(CO)ccn2)n1, [Na+], [OH-]. Yields the product Cc1csc(Nc2cc(C=O)ccn2)n1. Reaction SMILES: [CH2:16]1[O:17][CH2:18][CH2:19][CH2:20]1.[CH3:1][c:2]1[n:3][c:4]([NH:7][c:8]2[n:9][cH:10][cH:11][c:12]([CH2:14][OH:15])[cH:13]2)[s:5][cH:6]1.[Na+:22].[OH-:21]>>[CH3:1][c:2]1[n:3][c:4]([NH:7][c:8]2[n:9][cH:10][cH:11][c:12]([CH:14]=[O:15])[cH:13]2)[s:5][cH:6]1. Product: CN(CC(CNC(C1=CC=C(C=C1)NC=1N=C2N(CCC(N(C2=CN1)C)=O)C(C)C)=O)(C)C)C (N-(3-dimethylamino-2,2-dimethyl-propyl)-4-[(2-methyl-3-oxo-6-propan-2-yl-2,6,8,10-tetrazabicyclo[5.4.0]undeca-7,9,11-trien-9-yl)amino]benzamide). RXN SMILES: Cl[C:2]1[N:12]=[C:11]2[C:5]([N:6]([CH3:17])[C:7](=[O:16])[CH2:8][CH2:9][N:10]2[CH:13]([CH3:15])[CH3:14])=[CH:4][N:3]=1.[NH2:18][C:19]1[CH:35]=[CH:34][C:22]([C:23]([NH:25][CH2:26][C:27]([CH3:33])([CH3:32])[CH2:28][N:29]([CH3:31])[CH3:30])=[O:24])=[CH:21][C:20]=1OC>>[CH3:31][N:29]([CH3:30])[CH2:28][C:27]([CH3:32])([CH3:33])[CH2:26][NH:25][C:23](=[O:24])[C:22]1[CH:21]=[CH:20][C:19]([NH:18][C:2]2[N:12]=[C:11]3[C:5](=[CH:4][N:3]=2)[N:6]([CH3:17])[C:7](=[O:16])[CH2:8][CH2:9][N:10]3[CH:13]([CH3:15])[CH3:14])=[CH:35][CH:34]=1. Procedure details: Prepared from Intermediate 76 and Intermediate 22. Reactants: ClC1=NC=C2N(C(CCN(C2=N1)C(C)C)=O)C (10-chloro-6-methyl-2-propan-2-yl-2,6,9,11-tetrazabicyclo[5.4.0]undeca-7,9,11-trien-5-one), NC1=C(C=C(C(=O)NCC(CN(C)C)(C)C)C=C1)OC (4-amino-N-(3-dimethylamino-2,2-dimethyl-propyl)-3-methoxy-benzamide). Starting materials: O1COC2=C1C=CC(=C2)C2(CC2)C(=O)NC2=CC(=C(C=C2)C)B2OC(C(O2)(C)C)(C)C (1-(Benzo[d][1,3]dioxol-5-yl)-N-(4-methyl-3-(4,4,5,5-tetramethyl-1,3,2-dioxaborolan-2-yl)phenyl)cyclopropanecarboxamide), C([O-])([O-])=O.[K+].[K+] (potassium carbonate), Pd-FibreCat, BrC=1C=C(C=CC1)C1=NN=NN1 (5-(3-bromophenyl)-tetrazole), aqueous solution. The solvent is C(C)O (ethanol). Reaction conditions: temperature 110 celsius. The product is O1COC2=C1C=CC(=C2)C2(CC2)C(=O)NC=2C=C(C(=CC2)C)C2=CC(=CC=C2)C=2N=NNN2 (1-(benzo[d][1,3]dioxol-5-yl)-N-(6-methyl-3′-(2H-tetrazol-5-yl)-biphenyl-3-yl)cyclopropanecarboxamide). RXN SMILES: [O:1]1[C:5]2[CH:6]=[CH:7][C:8]([C:10]3([C:13]([NH:15][C:16]4[CH:21]=[CH:20][C:19]([CH3:22])=[C:18](B5OC(C)(C)C(C)(C)O5)[CH:17]=4)=[O:14])[CH2:12][CH2:11]3)=[CH:9][C:4]=2[O:3][CH2:2]1.Br[C:33]1[CH:34]=[C:35]([C:39]2[NH:43][N:42]=[N:41][N:40]=2)[CH:36]=[CH:37][CH:38]=1.C(=O)([O-])[O-].[K+].[K+]>C(O)C>[O:1]1[C:5]2[CH:6]=[CH:7][C:8]([C:10]3([C:13]([NH:15][C:16]4[CH:17]=[C:18]([C:37]5[CH:38]=[CH:33][CH:34]=[C:35]([C:39]6[N:40]=[N:41][NH:42][N:43]=6)[CH:36]=5)[C:19]([CH3:22])=[CH:20][CH:21]=4)=[O:14])[CH2:12][CH2:11]3)=[CH:9][C:4]=2[O:3][CH2:2]1 |f:2.3.4|. Procedure details: 1-(Benzo[d][1,3]dioxol-5-yl)-N-(4-methyl-3-(4,4,5,5-tetramethyl-1,3,2-dioxaborolan-2-yl)phenyl)cyclopropanecarboxamide (42.1 mg, 0.100 mmol), 5-(3-bromophenyl)-tetrazole (22.5 mg, 0.100 mmol), a 1 M aqueous solution of potassium carbonate (0.50 mL), Pd-FibreCat 1007 (6 mg), and ethanol (0.50 mL) were combined. The mixture was heated at 110° C. for 5 min (5 min ramp time) in a microwave reactor. After cooling, the mixture was filtered and purified by prep-HPLC to provide 1-(benzo[d][1,3]dioxol-5-... Reactants: NC1=NC(=NC2=C(C(=C(C=C12)OC)OC)OC)Cl (4-amino-2-chloro-6,7,8-trimethoxyquinazoline), COC1=C2CCNCC2=CC(=C1OC)OC (5,6,7-trimethoxy-1,2,3,4-tetrahydroisoquinoline). The product is NC1=NC(=NC2=C(C(=C(C=C12)OC)OC)OC)N1CC2=CC(=C(C(=C2CC1)OC)OC)OC (4-Amino-6,7,8-trimethoxy-2-(5,6,7-trimethoxy-1,2,3,4-tetrahydroisoquinolin-2-yl)quinazoline). Reaction SMILES: [NH2:1][C:2]1[C:11]2[C:6](=[C:7]([O:16][CH3:17])[C:8]([O:14][CH3:15])=[C:9]([O:12][CH3:13])[CH:10]=2)[N:5]=[C:4](Cl)[N:3]=1.[CH3:19][O:20][C:21]1[C:30]([O:31][CH3:32])=[C:29]([O:33][CH3:34])[CH:28]=[C:27]2[C:22]=1[CH2:23][CH2:24][NH:25][CH2:26]2>>[NH2:1][C:2]1[C:11]2[C:6](=[C:7]([O:16][CH3:17])[C:8]([O:14][CH3:15])=[C:9]([O:12][CH3:13])[CH:10]=2)[N:5]=[C:4]([N:25]2[CH2:24][CH2:23][C:22]3[C:27](=[CH:28][C:29]([O:33][CH3:34])=[C:30]([O:31][CH3:32])[C:21]=3[O:20][CH3:19])[CH2:26]2)[N:3]=1. Procedure: The procedure described in Example 1 was followed to prepare the above compound, starting from 4-amino-2-chloro-6,7,8-trimethoxyquinazoline and using 5,6,7-trimethoxy-1,2,3,4-tetrahydroisoquinoline as the regent of choice on the same molar basis as before. In this particular instance, the final product was obtained as the free base compound, m.p. 193°-195° C. Reactants: C(CCCCCC)NC1=NC2=C(C(O1)=O)C=CC=C2 (2-n-heptylamino-4H-3,1-benzoxazin-4-one), NC1CCN(CC1)C(C1=CC=CC=C1)C1=CC=CC=C1 (4-amino-1-diphenylmethylpiperidine). Solvent: C1(=CC=CC=C1)C (toluene). Yields the product C(CCCCCC)NC(NC1=C(C(=O)NC2CCN(CC2)C(C2=CC=CC=C2)C2=CC=CC=C2)C=CC=C1)=O (2-(N'-n-heptylureido)-N-(1-diphenylmethylpiperidin-4-yl)benzamide). Isolated yield 43.7%. As a reaction SMILES: [CH2:1]([NH:8][C:9]1[O:14][C:13](=[O:15])[C:12]2[CH:16]=[CH:17][CH:18]=[CH:19][C:11]=2[N:10]=1)[CH2:2][CH2:3][CH2:4][CH2:5][CH2:6][CH3:7].[NH2:20][CH:21]1[CH2:26][CH2:25][N:24]([CH:27]([C:34]2[CH:39]=[CH:38][CH:37]=[CH:36][CH:35]=2)[C:28]2[CH:33]=[CH:32][CH:31]=[CH:30][CH:29]=2)[CH2:23][CH2:22]1>C1(C)C=CC=CC=1>[CH2:1]([NH:8][C:9](=[O:14])[NH:10][C:11]1[CH:19]=[CH:18][CH:17]=[CH:16][C:12]=1[C:13]([NH:20][CH:21]1[CH2:26][CH2:25][N:24]([CH:27]([C:28]2[CH:33]=[CH:32][CH:31]=[CH:30][CH:29]=2)[C:34]2[CH:39]=[CH:38][CH:37]=[CH:36][CH:35]=2)[CH2:23][CH2:22]1)=[O:15])[CH2:2][CH2:3][CH2:4][CH2:5][CH2:6][CH3:7]. Procedure: A mixture of 2-n-heptylamino-4H-3,1-benzoxazin-4-one (3.0 g, 10 mmol) and 4-amino-1-diphenylmethylpiperidine (3.0 g, 10 mmol) in toluene (20 ml) was refluxed for 3 hours and then concentrated. The residue was purified by column chromatography on silica gel (20% ethyl acetate in hexane) to give 2-(N'-n-heptylureido)-N-(1-diphenylmethylpiperidin-4-yl)benzamide (2.3 g, 40%): mp 182° C.; 1H NMR (CDCl3)ppm: 0.87 (3H, t), 1.27-1.30 (8H, m), 1.47-1.67 (4H, m), 1.95-2.12 (4H, m), 2.84 (2H, d), 3.24 (2H,...